From a dataset of the Open Reaction Database (ORD), a public repository of structured organic reaction records. describe an organic reaction: reactants, conditions, products, and yield Starting materials: Cl (HCl), COC1=CC=C(C=C1)C(NS(=O)(=O)C=1SC2=C(N1)C=CC(=C2)OCC=2N=NN(C2)CC(=O)N[C@@H](C(=O)OCC)CSCC2=CC(=CC=C2)OCC=2N=NN(C2)C(CF)CO)(C2=CC=CC=C2)C2=CC=C(C=C2)OC ((2S)-ethyl 2-(2-(4-((2-(N-(bis(4-methoxyphenyl)(phenyl)methyl)sulfamoyl)benzo[d]thiazol-6-yloxy)methyl)-1H-1,2,3-triazol-1-yl)acetamido)-3-(3-((1-(1-fluoro-3-hydroxypropan-2-yl)-1H-1,2,3-triazol-4-yl)methoxy)benzylthio)propanoate), [Li+].[OH-] (LiOH). The solvent is O (water), CO (MeOH). Conditions: time 2 hour. Yields the product FCC(CO)N1N=NC(=C1)COC=1C=C(CSC[C@H](C(=O)O)NC(CN2N=NC(=C2)COC2=CC3=C(N=C(S3)S(N)(=O)=O)C=C2)=O)C=CC1 ((2S)-3-(3-((1-(1-fluoro-3-hydroxypropan-2-yl)-1H-1,2,3-triazol-4-yl)methoxy)benzylthio)-2-(2-(4-((2-sulfamoylbenzo[d]thiazol-6-yloxy)methyl)-1H-1,2,3-triazol-1-yl)acetamido)propanoic acid). RXN SMILES: COC1C=CC(C(C2C=CC(OC)=CC=2)(C2C=CC=CC=2)[NH:10][S:11]([C:14]2[S:15][C:16]3[CH:22]=[C:21]([O:23][CH2:24][C:25]4[N:26]=[N:27][N:28]([CH2:30][C:31]([NH:33][C@H:34]([CH2:40][S:41][CH2:42][C:43]5[CH:48]=[CH:47][CH:46]=[C:45]([O:49][CH2:50][C:51]6[N:52]=[N:53][N:54]([CH:56]([CH2:59][OH:60])[CH2:57][F:58])[CH:55]=6)[CH:44]=5)[C:35]([O:37]CC)=[O:36])=[O:32])[CH:29]=4)[CH:20]=[CH:19][C:17]=3[N:18]=2)(=[O:13])=[O:12])=CC=1.Cl.[Li+].[OH-]>CO.O>[F:58][CH2:57][CH:56]([N:54]1[CH:55]=[C:51]([CH2:50][O:49][C:45]2[CH:44]=[C:43]([CH:48]=[CH:47][CH:46]=2)[CH2:42][S:41][CH2:40][C@@H:34]([NH:33][C:31](=[O:32])[CH2:30][N:28]2[CH:29]=[C:25]([CH2:24][O:23][C:21]3[CH:20]=[CH:19][C:17]4[N:18]=[C:14]([S:11](=[O:12])(=[O:13])[NH2:10])[S:15][C:16]=4[CH:22]=3)[N:26]=[N:27]2)[C:35]([OH:37])=[O:36])[N:52]=[N:53]1)[CH2:59][OH:60] |f:2.3|. Reported procedure: To a 10 mL round bottom flask containing 136 (51 mg, 0.0486 mmol) in MeOH (2 mL) at RT, was added 1M HCl (1 mL) and stirred for 2 h. After the reaction is done, MeOH was removed and the residue was dissolved in THF:H2O (1:1, 0.5 mL). To this LiOH (3 mg, 0.0309 mmol) was added and reaction was stirred at RT for 2 h, sample dilute with water (5 mL) and purified by HPLC using CH3CN:H2O (1:2) as an eluent to afford BD-2-120 (5.9 mg, 27%) as colorless solid. Reaction SMILES: [SH:1][C:2]1[N:11]([C:12]2[CH:17]=[CH:16][CH:15]=[CH:14][CH:13]=2)[C:10](=[O:18])[C:9]2[C:4](=[CH:5][CH:6]=[CH:7][CH:8]=2)[N:3]=1.Cl[CH2:20][C:21]1[CH:29]=[CH:28][CH:27]=[CH:26][C:22]=1[N:23]([CH3:25])[CH3:24]>>[CH3:24][N:23]([CH3:25])[C:22]1[CH:26]=[CH:27][CH:28]=[CH:29][C:21]=1[CH2:20][S:1][C:2]1[N:11]([C:12]2[CH:13]=[CH:14][CH:15]=[CH:16][CH:17]=2)[C:10](=[O:18])[C:9]2[C:4](=[CH:5][CH:6]=[CH:7][CH:8]=2)[N:3]=1. The product is CN(C1=C(CSC2=NC3=CC=CC=C3C(N2C2=CC=CC=C2)=O)C=CC=C1)C (2-(o-Dimethylaminobenzylthio)-3-phenyl-4(3H)-quinazolinone). The reactants are SC1=NC2=CC=CC=C2C(N1C1=CC=CC=C1)=O (2-mercapto-3-phenyl-4(3H)-quinazolinone), ClCC1=C(N(C)C)C=CC=C1 (2-chloromethyl-N,N-dimethylaniline). Yield: 26.9%. Reported procedure: The title compound was prepared in a yield of 26.9%, using 2-mercapto-3-phenyl-4(3H)-quinazolinone in place of 3- isobutyl-2-mercapto-4(3H)-quinazolinone and 2-chloromethyl-N,N-dimethylaniline in place of 2-choromethylpyridine hydrochloride. Reactants: NC1=CC=C2/C(/C(NC2=C1)=O)=C(\C1=CC=CC=C1)/NC1=CC=C(C=C1)CN1CCCCC1 (6-amino-3-(Z)-{1-[4-(piperidin-1-yl-methyl)-anilino]-1-phenyl-methylidene}-2-indolinone), BrCC(=O)OC (methyl bromoacetate). Yields the product COC(=O)CNC1=CC=C2/C(/C(NC2=C1)=O)=C(\C1=CC=CC=C1)/NC1=CC=C(C=C1)CN1CCCCC1 (6-methoxycarbonylmethylamino-3-(Z)-{1-[4-(piperidin-1-yl-methyl)-anilino]-1-phenyl-methylidene}-2-indolinone). Reaction SMILES: [NH2:1][C:2]1[CH:10]=[C:9]2[C:5](/[C:6](=[C:12](/[NH:19][C:20]3[CH:25]=[CH:24][C:23]([CH2:26][N:27]4[CH2:32][CH2:31][CH2:30][CH2:29][CH2:28]4)=[CH:22][CH:21]=3)\[C:13]3[CH:18]=[CH:17][CH:16]=[CH:15][CH:14]=3)/[C:7](=[O:11])[NH:8]2)=[CH:4][CH:3]=1.Br[CH2:34][C:35]([O:37][CH3:38])=[O:36]>>[CH3:38][O:37][C:35]([CH2:34][NH:1][C:2]1[CH:10]=[C:9]2[C:5](/[C:6](=[C:12](/[NH:19][C:20]3[CH:25]=[CH:24][C:23]([CH2:26][N:27]4[CH2:28][CH2:29][CH2:30][CH2:31][CH2:32]4)=[CH:22][CH:21]=3)\[C:13]3[CH:14]=[CH:15][CH:16]=[CH:17][CH:18]=3)/[C:7](=[O:11])[NH:8]2)=[CH:4][CH:3]=1)=[O:36]. Procedure details: Prepared from 6-amino-3-(Z)-{1-[4-(piperidin-1-yl-methyl)-anilino]-1-phenyl-methylidene}-2-indolinone and methyl bromoacetate Reactants: CC(C)(C)CCCCCC(=O)O, CO, O=S(=O)(O)O. The product is COC(=O)CCCCCC(C)(C)C. Reaction SMILES: [C:1]([CH2:2][CH2:3][CH2:4][CH2:5][CH2:6][C:7]([CH3:8])([CH3:9])[CH3:10])(=[O:11])[OH:12].[CH3:13][OH:14].[S:15](=[O:16])(=[O:17])([OH:18])[OH:19]>>[C:1]([CH2:2][CH2:3][CH2:4][CH2:5][CH2:6][C:7]([CH3:8])([CH3:9])[CH3:10])(=[O:11])[O:12][CH3:13]. The reactants are ClC=1C=CC(=NC1)OC (5-chloro-2-methoxypyridine), C(C)(=O)[O-].[Na+] (sodium acetate), BrBr (bromine). Solvent: C(C)(=O)O (acetic acid), C(C)(=O)O (acetic acid). Run at temperature 80 celsius, time 64 hour. Yields the product BrC=1C(=NC=C(C1)Cl)OC (3-bromo-5-chloro-2-methoxypyridine). RXN SMILES: C([O-])(=O)C.[Na+].[Cl:6][C:7]1[CH:8]=[CH:9][C:10]([O:13][CH3:14])=[N:11][CH:12]=1.[Br:15]Br>C(O)(=O)C>[Br:15][C:9]1[C:10]([O:13][CH3:14])=[N:11][CH:12]=[C:7]([Cl:6])[CH:8]=1 |f:0.1|. Reported procedure: To a stirred suspension of 2.5 g of anhydrous sodium acetate in 10 ml of acetic acid was added 4.3 g of 5-chloro-2-methoxypyridine followed by a solution of 3.1 ml of bromine in 10 ml of acetic acid. The mixture was warmed to 80° C. for 6 hours and then allowed to cool and stirred at 23° C. for 64 hours. It was then partitioned between ether and water and the resulting ether layer was washed with aqueous 1N sodium hydroxide solution and then with aqueous 5% sodium bisulfite solution, dried over ... The reactants are N1CC(CC1)C(=O)O (pyrrolidine-3-carboxylic acid), ClC1=NC=CC(=N1)N (2-chloropyrimidin-4-amine), TEA. Solvent: C(C)(C)O (isopropyl alcohol). Conditions: temperature 80 celsius. Yields the product NC1=NC(=NC=C1)N1CC(CC1)C(=O)O (1-(4-Aminopyrimidin-2-yl) pyrrolidine-3-carboxylic acid). Yield: 67.2%. Reaction SMILES: [NH:1]1[CH2:5][CH2:4][CH:3]([C:6]([OH:8])=[O:7])[CH2:2]1.Cl[C:10]1[N:15]=[C:14]([NH2:16])[CH:13]=[CH:12][N:11]=1>C(O)(C)C>[NH2:16][C:14]1[CH:13]=[CH:12][N:11]=[C:10]([N:1]2[CH2:5][CH2:4][CH:3]([C:6]([OH:8])=[O:7])[CH2:2]2)[N:15]=1. Procedure: A 100 mL round-bottomed flask equipped with a magnetic stirrer and a reflux condenser was charged with pyrrolidine-3-carboxylic acid (1.20 g, 10 mmol), 2-chloropyrimidin-4-amine (1.30 g, 10 mmol), isopropyl alcohol (IPA, 40 mL), and TEA (6 mL). The mixture was heated at 80° C. overnight (O/N). After this time the reaction was cooled to room temperature (r.t.). It was then filtered and the filter cake was washed with DCM to afford 102a (1.4 g, 67%) as a pale yellow solid. MS: [M+H]+ 209.1